Task: describe an organic reaction: reactants, conditions, products, and yield. Dataset: the Open Reaction Database (ORD), a public repository of structured organic reaction records Starting materials: CI, COC(=O)C(C)(C)C1CCC(O)CC1, [H-], [Na+], C1CCOC1. Yields the product COC(=O)C(C)(C)C1CCC(OC)CC1. Reaction SMILES: [CH3:17][I:18].[CH3:1][O:2][C:3]([C:4]([CH3:5])([CH3:6])[CH:7]1[CH2:8][CH2:9][CH:10]([OH:13])[CH2:11][CH2:12]1)=[O:14].[H-:15].[Na+:16].[O:19]1[CH2:20][CH2:21][CH2:22][CH2:23]1>>[CH3:1][O:2][C:3]([C:4]([CH3:5])([CH3:6])[CH:7]1[CH2:8][CH2:9][CH:10]([O:13][CH3:17])[CH2:11][CH2:12]1)=[O:14]. Starting materials: CN1C=2N(C3=C1C=CC=C3)C(=C(N2)C2=CC=C(C=C2)C)CC(=O)O (9-methyl-2-(4-methylphenyl)-9H-imidazo[1,2-a]benzimidazole-3-acetic acid), N,N'-carbonyldiimidazole, CN (methylamine). Solvent: O1CCCC1 (tetrahydrofuran). Conditions: time 2 hour. Product: CNC(CC1=C(N=C2N(C3=C(N21)C=CC=C3)C)C3=CC=C(C=C3)C)=O (N,9-dimethyl-2-(4-methylphenyl)-9H-imidazo[1,2-a]benzimidazole-3-acetamide). Reaction SMILES: [CH3:1][N:2]1[C:6]2[CH:7]=[CH:8][CH:9]=[CH:10][C:5]=2[N:4]2[C:11]([CH2:21][C:22](O)=[O:23])=[C:12]([C:14]3[CH:19]=[CH:18][C:17]([CH3:20])=[CH:16][CH:15]=3)[N:13]=[C:3]12.[CH3:25][NH2:26]>O1CCCC1>[CH3:25][NH:26][C:22](=[O:23])[CH2:21][C:11]1[N:4]2[C:3]([N:2]([CH3:1])[C:6]3[CH:7]=[CH:8][CH:9]=[CH:10][C:5]=32)=[N:13][C:12]=1[C:14]1[CH:19]=[CH:18][C:17]([CH3:20])=[CH:16][CH:15]=1. Procedure details: A suspension of 1.9 g (0.006 mol) of 9-methyl-2-(4-methylphenyl)-9H-imidazo[1,2-a]benzimidazole-3-acetic acid is prepared in 50 ml of dry tetrahydrofuran, 1.45 g (0.009 mol) of N,N'-carbonyldiimidazole are added, in small portions, under an inert atmosphere and the mixture is stirred at room temperature for 2 h. The mixture is cooled in an ice-cold water bath, and treated with an excess of dry methylamine. Stirring is maintained for 16 h at room temperature. The solvent is evaporated under reduc... The reactants are polyphosphoric acid, C(#N)CC1=CC=C(OC2=NC=CC=C2CC(=O)O)C=C1 (2-(4-cyanomethylphenoxy)-3-pyridylacetic acid), polyphosphoric acid, [OH-].[Na+] (sodium hydroxide), ice water. Run at time 2.5 hour. The product is O=C1C2=C(OC3=C(C1)C=CC=N3)C=CC(=C2)CC(=O)N ((5,6-dihydro-6-oxo benzo[b]pyrido-[3,2-f]oxepin-8-yl)-acetamide). Isolated yield 30.0%. Reaction SMILES: [C:1]([CH2:3][C:4]1[CH:20]=[CH:19][C:7]([O:8][C:9]2[C:14]([CH2:15][C:16]([OH:18])=O)=[CH:13][CH:12]=[CH:11][N:10]=2)=[CH:6][CH:5]=1)#[N:2].[OH-:21].[Na+]>>[O:18]=[C:16]1[CH2:15][C:14]2[CH:13]=[CH:12][CH:11]=[N:10][C:9]=2[O:8][C:7]2[CH:19]=[CH:20][C:4]([CH2:3][C:1]([NH2:2])=[O:21])=[CH:5][C:6]1=2 |f:1.2|. Procedure: To 1 g of 2-(4-cyanomethylphenoxy)-3-pyridylacetic acid was added 20 g of polyphosphoric acid, and the mixture was stirred in an oil bath at 151°-152° C. for 2.5 hours. After cooling, to this was ice water to decompose excess polyphosphoric acid, and the mixture was basified with a 10% sodium hydroxide solution and extracted with ethyl acetate. The extract was washed with water and then a saturated sodium chloride solution and dried over anhydrous sodium sulfate. The solvent was removed by disti... Solvent: C1CCOC1 (THF), CO (methanol). The yield is 88.0%. Reported procedure: A solution of methyl 2-[N-(5-bromo-2-hydroxybenzyl)-N-ethylamino]pyridine-5-carboxylate (see reference example 6) (10.2 g, 0.55 mmol) in THF (3 ml) and methanol (5 ml) was treated with 1N aqueous sodium hydroxide solution (2.7 ml) and was heated to 40° C. for 24 hours. The solvents were evaporated at reduced pressure, the residue treated with 1N acetic acid (2.7 ml) and the precipitate filtered, washed with water and air dried to give the title compound (0.17 g, 92%). Reaction SMILES: [Br:1][C:2]1[CH:3]=[CH:4][C:5]([OH:22])=[C:6]([CH:21]=1)[CH2:7][N:8]([C:11]1[CH:16]=[CH:15][C:14]([C:17]([O:19]C)=[O:18])=[CH:13][N:12]=1)[CH2:9][CH3:10].[OH-].[Na+]>C1COCC1.CO>[Br:1][C:2]1[CH:3]=[CH:4][C:5]([OH:22])=[C:6]([CH:21]=1)[CH2:7][N:8]([C:11]1[CH:16]=[CH:15][C:14]([C:17]([OH:19])=[O:18])=[CH:13][N:12]=1)[CH2:9][CH3:10] |f:1.2|. Product: BrC=1C=CC(=C(CN(CC)C2=NC=C(C=C2)C(=O)O)C1)O (2-[N-(5-Bromo-2-hydroxybenzyl)-N-ethylamino]pyridine-5-carboxylic acid). Conditions: temperature 40 celsius. Reactants: BrC=1C=CC(=C(CN(CC)C2=NC=C(C=C2)C(=O)OC)C1)O (methyl 2-[N-(5-bromo-2-hydroxybenzyl)-N-ethylamino]pyridine-5-carboxylate), [OH-].[Na+] (sodium hydroxide). Starting materials: C(C)(C)C1=C(C(=CC=C1)C(C)C)NS(=O)(=O)CC(=O)NC=1N=NN(N1)CCCCCCCCCCCC (2-(2,6-Diisopropyl-phenylsulfamoyl)-N-(dodecyl-2-H-tetrazol-5-yl)-acetamide), C(CCCCCCC)S (octanthiol). Yields the product C(CCCCCCC)SC(CS(NC1=C(C=CC=C1C(C)C)C(C)C)(=O)=O)=O ((2,6-Diisopropylphenylsulfamoyl)-thio-acetic Acid S-octyl Ester). Reaction SMILES: [CH:1]([C:4]1[CH:9]=[CH:8][CH:7]=[C:6]([CH:10]([CH3:12])[CH3:11])[C:5]=1[NH:13][S:14]([CH2:17][C:18](NC1N=NN(CCCCCCCCCCCC)N=1)=[O:19])(=[O:16])=[O:15])([CH3:3])[CH3:2].[CH2:38]([SH:46])[CH2:39][CH2:40][CH2:41][CH2:42][CH2:43][CH2:44][CH3:45]>>[CH2:38]([S:46][C:18](=[O:19])[CH2:17][S:14](=[O:15])(=[O:16])[NH:13][C:5]1[C:4]([CH:1]([CH3:2])[CH3:3])=[CH:9][CH:8]=[CH:7][C:6]=1[CH:10]([CH3:12])[CH3:11])[CH2:39][CH2:40][CH2:41][CH2:42][CH2:43][CH2:44][CH3:45]. Procedure: This compound was prepared in the same manner as for the title compound of Example 2, except that 2-DAT was replaced with octanthiol, mp 51°-52° C. Starting materials: [BH4-].[Na+] (sodium borohydride), CO (methanol), [BH4-].[Na+] (sodium borohydride), C(C)(C)(C)C1=CC=C(C=C1)C=1C=CC=C2CC(C(C12)=O)CC1CCCCC1 (7-(4′-tert-Butyl-phenyl)-2-cyclohexylmethyl-indan-1-one), CO (methanol), S(O)(O)(=O)=O (sulphuric acid). Solvent: O (water), C1(=CC=CC=C1)C (toluene). Reaction conditions: temperature 50 celsius, time 3 hour. Yields the product C(C)(C)(C)C1=CC=C(C=C1)C=1C=CC=C2C=C(CC12)CC1CCCCC1 (7-(4′-tert-Butyl-phenyl)-2-cyclohexylmethyl-1H-indene). Yield: 85.3%. Reaction SMILES: [C:1]([C:5]1[CH:10]=[CH:9][C:8]([C:11]2[CH:12]=[CH:13][CH:14]=[C:15]3[C:19]=2[C:18](=O)[CH:17]([CH2:21][CH:22]2[CH2:27][CH2:26][CH2:25][CH2:24][CH2:23]2)[CH2:16]3)=[CH:7][CH:6]=1)([CH3:4])([CH3:3])[CH3:2].[BH4-].[Na+].CO.S(=O)(=O)(O)O>C1(C)C=CC=CC=1.O>[C:1]([C:5]1[CH:10]=[CH:9][C:8]([C:11]2[CH:12]=[CH:13][CH:14]=[C:15]3[C:19]=2[CH2:18][C:17]([CH2:21][CH:22]2[CH2:23][CH2:24][CH2:25][CH2:26][CH2:27]2)=[CH:16]3)=[CH:7][CH:6]=1)([CH3:4])([CH3:2])[CH3:3] |f:1.2|. Reported procedure: 82.3 g (229 mmole) 7-(4′-tert-Butyl-phenyl)-2-cyclohexylmethyl-indan-1-one were dissolved in 292 ml toluene in a 1 l—roundbottom flask equipped with a reflux condenser. 9.5 g (1.1 eq.) sodium borohydride were added. Then 40 ml (4.3 eq.) methanol were added at 50° C. and the mixture was stirred for 3 h at 50° C. An additional 1 g of sodium borohydride and 5 ml methanol were added and the mixture was stirred another 2 h at 50° C. 2M sulphuric acid was added until the gas evolution ceased. After ad... Starting materials: [N+](=O)(O)[O-] (HNO3), ice water, FC(OC1=C(C(=O)OC)C=CC=C1)(F)F (Methyl 2-(trifluoromethoxy)benzoate), [N+](=O)(O)[O-] (HNO3). Run at temperature 60 celsius, time 2 hour. Product: COC(C1=C(C=CC(=C1)[N+](=O)[O-])OC(F)(F)F)=O (5-nitro-2-trifluoromethoxybenzoic acid methyl ester). Reaction SMILES: [N+:1]([O-:4])(O)=[O:2].[F:5][C:6]([F:19])([F:18])[O:7][C:8]1[CH:17]=[CH:16][CH:15]=[CH:14][C:9]=1[C:10]([O:12][CH3:13])=[O:11]>>[CH3:13][O:12][C:10](=[O:11])[C:9]1[CH:14]=[C:15]([N+:1]([O-:4])=[O:2])[CH:16]=[CH:17][C:8]=1[O:7][C:6]([F:5])([F:19])[F:18]. Procedure: In a three-necked round bottom flask, equipped with a thermometer and a separatory funnel, HNO3 (5 mL fuming, 100%) was cooled in an ice bath. Methyl 2-(trifluoromethoxy)benzoate (5 g, 22.7 mmol) was slowly added to the cooled HNO3 within 0.5 hour while keeping the temperature below 15° C. The reaction was then stirred at 60° C. for 1 hour and 2 hours at room temperature. The mixture was added to ice water and an oil separated. The oily residue was added water (50 mL), neutralised with an aqueou...